This data is from the Open Reaction Database (ORD), a public repository of structured organic reaction records. The task is: describe an organic reaction: reactants, conditions, products, and yield Reactants: C(C1=CC=CC=C1)OC(=O)N1CC(=CCC1)C(=O)OC (1-Benzyloxycarbonyl-1,2,5,6-tetrahydro-3-pyridinecarboxylic acid, methyl ester), CC(C)C[AlH]CC(C)C (DIBAL-H), CO (methanol), [C@@H]([C@H](C(=O)[O-])O)(C(=O)[O-])O.[Na+].[K+] (Rochelle salt). Run in O1CCCC1 (tetrahydrofuran). Run at temperature 0 celsius, time 5 hour. Product: C(C1=CC=CC=C1)OC(=O)N1CC(=CCC1)CO (1-Benzyloxycarbonyl-3-hydroxymethyl-1,2,5,6-tetrahydropyridine), oil. The yield is 62.8%. RXN SMILES: [CH2:1]([O:8][C:9]([N:11]1[CH2:16][CH2:15][CH:14]=[C:13]([C:17](OC)=[O:18])[CH2:12]1)=[O:10])[C:2]1[CH:7]=[CH:6][CH:5]=[CH:4][CH:3]=1.CC(C[AlH]CC(C)C)C.CO.[C@H](O)(C([O-])=O)[C@@H](O)C([O-])=O.[Na+].[K+]>O1CCCC1>[CH2:1]([O:8][C:9]([N:11]1[CH2:16][CH2:15][CH:14]=[C:13]([CH2:17][OH:18])[CH2:12]1)=[O:10])[C:2]1[CH:7]=[CH:6][CH:5]=[CH:4][CH:3]=1 |f:3.4.5|. Procedure: To a solution of the compound of step 1 (2.0 g, 7.33 mmol) in tetrahydrofuran (30 ml) at -20° C. was added DIBAL-H. The mixture was warmed up to 0° C. and stirred at this temperature for 5 hours. Addition of methanol (5 ml) at 0° C. followed by addition of a saturated solution of Rochelle salt (10 ml) resulted in the formation of a white slurry. After stirring for an additional 2 hours, this was filtered; the filtrate was extracted with ether and the organic layer was washed with brine and dried... Starting materials: BrCC(=O)OCC (ethyl bromoacetate), ClC=1C(=CC2=C(SC(=C2)C(O)CC)C1Cl)O (6,7-dichloro-5-hydroxy-α-ethylbenzo[b]thiophene-2-methanol), CN(C=O)C (dimethylformamide), C([O-])([O-])=O.[K+].[K+] (potassium carbonate). The solvent is CC(CC)=O (2-butanone), CC(CC)=O (2-butanone). Conditions: time 3 hour. Yields the product ClC=1C(=CC2=C(SC(=C2)C(CC)O)C1Cl)OCC(=O)OCC (ethyl [(6,7-dichloro-2-(1-hydroxypropyl]benzo[b]thien-5-yl]oxy]acetate). As a reaction SMILES: [Cl:1][C:2]1[C:3]([OH:16])=[CH:4][C:5]2[CH:9]=[C:8]([CH:10]([CH2:12][CH3:13])[OH:11])[S:7][C:6]=2[C:14]=1[Cl:15].Br[CH2:18][C:19]([O:21][CH2:22][CH3:23])=[O:20].C(=O)([O-])[O-].[K+].[K+].CN(C)C=O>CC(=O)CC>[Cl:1][C:2]1[C:3]([O:16][CH2:18][C:19]([O:21][CH2:22][CH3:23])=[O:20])=[CH:4][C:5]2[CH:9]=[C:8]([CH:10]([OH:11])[CH2:12][CH3:13])[S:7][C:6]=2[C:14]=1[Cl:15] |f:2.3.4|. Procedure: To a mixture of 6,7-dichloro-5-hydroxy-α-ethylbenzo[b]thiophene-2-methanol and 200 ml of 2-butanone is added a mixture of 7.35 g of ethyl bromoacetate in 100 ml of 2-butanone, followed by 7.4 g of potassium carbonate and 3.3 ml of sieve-dried dimethylformamide. The reaction mixture is stirred at 95°-100° for 3 hrs, allowed to cool and filtered. To the filtrate is added 100 ml of water and the mixture is extracted with ethyl ether. The organic layers are washed, dried over anhydrous magnesium sul...